This data is from the Open Reaction Database (ORD), a public repository of structured organic reaction records. The task is: describe an organic reaction: reactants, conditions, products, and yield Product: Cl.C(C1=CC=CC=C1)OC(=O)C=CCNC1CCN(CC1)CCC(CN(S(=O)(=O)C1=CC=CC=C1)C)(C1=CC=CC=C1)CO (N-(4-(4-(N-(Benzyloxycarbonyl)allylamino)piperidin-1-yl)-2-(hydroxymethyl)-2-phenylbutyl)-N-methylbenzene-sulfonamide hydrochloride). Reaction conditions: time 1 hour. Procedure: Trifluoroacetic acid (1.5 mL) was added to a solution of N-(4-(4-(N-(benzyloxycarbonyl)allylamino)piperidin-1-yl)-2-(2-(trimethylsilyl)-ethoxymethyl)-2-phenylbutyl)-N-methylbenzenesulfonamide (34 mg, 0.048 mmol) in dichloromethane (1.5 mL). After stirring the solution 1 h at RT, the solvents were evaporated. The residue was dissolved in 20 mL of ethyl acetate and washed with 10 mL of saturated aqueous sodium bicarbonate followed by 10 mL of brine. The organic layer was dried over sodium sulfate ... Starting materials: FC(C(=O)O)(F)F (Trifluoroacetic acid), C(C1=CC=CC=C1)OC(=O)C=CCNC1CCN(CC1)CCC(CN(S(=O)(=O)C1=CC=CC=C1)C)(C1=CC=CC=C1)COCC[Si](C)(C)C (N-(4-(4-(N-(benzyloxycarbonyl)allylamino)piperidin-1-yl)-2-(2-(trimethylsilyl)-ethoxymethyl)-2-phenylbutyl)-N-methylbenzenesulfonamide), ClCCl (dichloromethane). As a reaction SMILES: FC(F)(F)C(O)=O.[CH2:8]([O:15][C:16]([CH:18]=[CH:19][CH2:20][NH:21][CH:22]1[CH2:27][CH2:26][N:25]([CH2:28][CH2:29][C:30]([CH2:49][O:50]CC[Si](C)(C)C)([C:43]2[CH:48]=[CH:47][CH:46]=[CH:45][CH:44]=2)[CH2:31][N:32]([CH3:42])[S:33]([C:36]2[CH:41]=[CH:40][CH:39]=[CH:38][CH:37]=2)(=[O:35])=[O:34])[CH2:24][CH2:23]1)=[O:17])[C:9]1[CH:14]=[CH:13][CH:12]=[CH:11][CH:10]=1.[Cl:57]CCl>>[ClH:57].[CH2:8]([O:15][C:16]([CH:18]=[CH:19][CH2:20][NH:21][CH:22]1[CH2:23][CH2:24][N:25]([CH2:28][CH2:29][C:30]([CH2:49][OH:50])([C:43]2[CH:44]=[CH:45][CH:46]=[CH:47][CH:48]=2)[CH2:31][N:32]([CH3:42])[S:33]([C:36]2[CH:37]=[CH:38][CH:39]=[CH:40][CH:41]=2)(=[O:35])=[O:34])[CH2:26][CH2:27]1)=[O:17])[C:9]1[CH:14]=[CH:13][CH:12]=[CH:11][CH:10]=1 |f:3.4|. The reactants are ClCCl, CS(=O)(=O)Cl, CCOC(C)=O, Cc1cnc(N)cc1C(c1cc(F)ccc1F)S(=O)(=O)c1ccc(Cl)cc1, c1ccncc1. Product: Cc1cnc(NS(C)(=O)=O)cc1C(c1cc(F)ccc1F)S(=O)(=O)c1ccc(Cl)cc1. RXN SMILES: [CH2:1]([Cl:2])[Cl:3].[CH3:37][S:38]([Cl:39])(=[O:40])=[O:41].[CH3:42][CH2:43][O:44][C:45](=[O:46])[CH3:47].[Cl:4][c:5]1[cH:6][cH:7][c:8]([S:11](=[O:12])(=[O:13])[CH:14]([c:15]2[cH:16][c:17]([NH2:22])[n:18][cH:19][c:20]2[CH3:21])[c:23]2[c:24]([F:30])[cH:25][cH:26][c:27]([F:29])[cH:28]2)[cH:9][cH:10]1.[cH:31]1[cH:32][cH:33][n:34][cH:35][cH:36]1>>[Cl:4][c:5]1[cH:6][cH:7][c:8]([S:11](=[O:12])(=[O:13])[CH:14]([c:15]2[cH:16][c:17]([NH:22][S:38]([CH3:37])(=[O:40])=[O:41])[n:18][cH:19][c:20]2[CH3:21])[c:23]2[c:24]([F:30])[cH:25][cH:26][c:27]([F:29])[cH:28]2)[cH:9][cH:10]1. RXN SMILES: [CH3:26][CH2:27][O:28][C:29](=[O:30])[CH3:31].[NH2:1][c:2]1[c:3]([C:17](=[O:18])[c:19]2[n:20][c:21]([CH3:25])[cH:22][cH:23][cH:24]2)[n:4]([C:12]([O:13][CH2:14][CH3:15])=[O:16])[c:5]2[cH:6][c:7]([Cl:11])[cH:8][cH:9][c:10]12>>[NH2:1][c:2]1[c:3]([C:17](=[O:18])[c:19]2[n:20][c:21]([CH3:25])[cH:22][cH:23][cH:24]2)[nH:4][c:5]2[cH:6][c:7]([Cl:11])[cH:8][cH:9][c:10]12. The reactants are CCOC(C)=O, CCOC(=O)n1c(C(=O)c2cccc(C)n2)c(N)c2ccc(Cl)cc21. Yields the product Cc1cccc(C(=O)c2[nH]c3cc(Cl)ccc3c2N)n1. Reactants: CCCCOC(=O)C(CCc1ccccc1)NC1CSCC(c2cccs2)N(CC(=O)OC(C)(C)C)C1=O, O=C(O)C(F)(F)F. Yields the product CCCCOC(=O)C(CCc1ccccc1)NC1CSCC(c2cccs2)N(CC(=O)O)C1=O. RXN SMILES: [CH2:1]([CH2:2][CH2:3][CH3:4])[O:5][C:6](=[O:7])[CH:8]([CH2:9][CH2:10][c:11]1[cH:12][cH:13][cH:14][cH:15][cH:16]1)[NH:17][CH:18]1[C:19](=[O:38])[N:20]([CH2:30][C:31](=[O:32])[O:33][C:34]([CH3:35])([CH3:36])[CH3:37])[CH:21]([c:25]2[s:26][cH:27][cH:28][cH:29]2)[CH2:22][S:23][CH2:24]1.[OH:39][C:40]([C:41]([F:42])([F:43])[F:44])=[O:45]>>[CH2:1]([CH2:2][CH2:3][CH3:4])[O:5][C:6](=[O:7])[CH:8]([CH2:9][CH2:10][c:11]1[cH:12][cH:13][cH:14][cH:15][cH:16]1)[NH:17][CH:18]1[C:19](=[O:38])[N:20]([CH2:30][C:31](=[O:32])[OH:33])[CH:21]([c:25]2[s:26][cH:27][cH:28][cH:29]2)[CH2:22][S:23][CH2:24]1. Reactants: CCCC(C(=O)OC)c1c(C)nc2cc(C(C)(C)C)nn2c1Cl, CCN(C(C)C)C(C)C, Cc1ccc(B(O)O)c(Cl)c1. RXN SMILES: [C:1]([CH3:2])([CH3:3])([CH3:4])[c:5]1[n:6][n:7]2[c:8]([n:9][c:10]([CH3:22])[c:11]([CH:14]([C:15](=[O:16])[O:17][CH3:18])[CH2:19][CH2:20][CH3:21])[c:12]2[Cl:13])[cH:23]1.[CH:35]([N:36]([CH:37]([CH3:38])[CH3:39])[CH2:40][CH3:41])([CH3:42])[CH3:43].[Cl:24][c:25]1[c:26]([B:32]([OH:33])[OH:34])[cH:27][cH:28][c:29]([CH3:31])[cH:30]1>>[C:1]([CH3:2])([CH3:3])([CH3:4])[c:5]1[n:6][n:7]2[c:8]([n:9][c:10]([CH3:22])[c:11]([CH:14]([C:15](=[O:16])[O:17][CH3:18])[CH2:19][CH2:20][CH3:21])[c:12]2-[c:26]2[c:25]([Cl:24])[cH:30][c:29]([CH3:31])[cH:28][cH:27]2)[cH:23]1. The product is CCCC(C(=O)OC)c1c(C)nc2cc(C(C)(C)C)nn2c1-c1ccc(C)cc1Cl. The reactants are C1(CCCCC1)CNCCO (2-(cyclohexylmethylamino)-ethanol), CCN(C(C)C)C(C)C (DIPEA), C(C)(=O)OCC(=O)Cl (acetoxyacetyl chloride). Solvent: C(Cl)Cl (DCM), C(Cl)Cl (DCM). Conditions: time 8 hour. Product: C1(CCCCC1)CN(C(=O)COC(C)=O)CCO (Acetic acid [cyclohexylmethyl-(2-hydroxyethyl)carbamoyl]-methyl ester). The yield is 103.3%. RXN SMILES: [CH:1]1([CH2:7][NH:8][CH2:9][CH2:10][OH:11])[CH2:6][CH2:5][CH2:4][CH2:3][CH2:2]1.CCN(C(C)C)C(C)C.[C:21]([O:24][CH2:25][C:26](Cl)=[O:27])(=[O:23])[CH3:22]>C(Cl)Cl>[CH:1]1([CH2:7][N:8]([CH2:9][CH2:10][OH:11])[C:26]([CH2:25][O:24][C:21](=[O:23])[CH3:22])=[O:27])[CH2:6][CH2:5][CH2:4][CH2:3][CH2:2]1. Reported procedure: To a solution of 2-(cyclohexylmethylamino)-ethanol (600 mg, 3.8 mmol) in DCM (6 mL) at 0° C. was added DIPEA (588 mg, 4.6 mmol) and then acetoxyacetyl chloride (467 mg, 3.44 mmol) over 5 min. The resulting mixture was warmed to room temperature, stirred overnight under an atmosphere of nitrogen, diluted with DCM and washed successively with 1 N aqueous HCl, saturated NaHCO3, and brine. The organic layer was dried over magnesium sulfate, filtered, and concentrated to yield the title compound (914...